Dataset: the Open Reaction Database (ORD), a public repository of structured organic reaction records. Task: describe an organic reaction: reactants, conditions, products, and yield Starting materials: O=C([O-])O, CCCC1(CCOc2ccnc(CSc3nc4ccccc4[nH]3)c2C)OCCCO1, CO, [Na+], O=C(OO)c1cccc(Cl)c1, Cc1ccccc1. Product: CCCC1(CCOc2ccnc(CS(=O)c3nc4ccccc4[nH]3)c2C)OCCCO1. Reaction SMILES: [C:42](=[O:43])([O-:44])[OH:45].[CH3:1][c:2]1[c:3]([CH2:20][S:21][c:22]2[n:23][c:24]3[c:25]([nH:26]2)[cH:27][cH:28][cH:29][cH:30]3)[n:4][cH:5][cH:6][c:7]1[O:8][CH2:9][CH2:10][C:11]1([CH2:17][CH2:18][CH3:19])[O:12][CH2:13][CH2:14][CH2:15][O:16]1.[CH3:47][OH:48].[Na+:46].[OH:31][O:32][C:33]([c:34]1[cH:35][c:36]([Cl:37])[cH:38][cH:39][cH:40]1)=[O:41].[c:49]1([CH3:50])[cH:51][cH:52][cH:53][cH:54][cH:55]1>>[CH3:1][c:2]1[c:3]([CH2:20][S:21]([c:22]2[nH:23][c:24]3[c:25]([n:26]2)[cH:27][cH:28][cH:29][cH:30]3)=[O:31])[n:4][cH:5][cH:6][c:7]1[O:8][CH2:9][CH2:10][C:11]1([CH2:17][CH2:18][CH3:19])[O:12][CH2:13][CH2:14][CH2:15][O:16]1. Reactants: N1C=CC2=CC=C(C=C12)CNC(CCC#CC1=CC=C(C=C1)C(F)(F)F)=O (5-(4-trifluoromethyl-phenyl)-pent-4-ynoic acid (1H-indol-6-ylmethyl)-amide), C(C)OC(CBr)=O (bromo-acetic acid ethyl ester), C([O-])([O-])=O.[Cs+].[Cs+] (cesium carbonate), [I-].[K+] (potassium iodide). The solvent is C(C)#N (acetonitrile). Yields the product C(C)OC(CN1C=CC2=CC=C(C=C12)CNC(CCC#CC1=CC=C(C=C1)C(F)(F)F)=O)=O ((6-{[5-(4-Trifluoromethyl-phenyl)-pent-4-ynoylamino]-methyl}-indol-1-yl)-acetic acid ethyl ester). As a reaction SMILES: [NH:1]1[C:9]2[C:4](=[CH:5][CH:6]=[C:7]([CH2:10][NH:11][C:12](=[O:27])[CH2:13][CH2:14][C:15]#[C:16][C:17]3[CH:22]=[CH:21][C:20]([C:23]([F:26])([F:25])[F:24])=[CH:19][CH:18]=3)[CH:8]=2)[CH:3]=[CH:2]1.[CH2:28]([O:30][C:31](=[O:34])[CH2:32]Br)[CH3:29].C(=O)([O-])[O-].[Cs+].[Cs+].[I-].[K+]>C(#N)C>[CH2:28]([O:30][C:31](=[O:34])[CH2:32][N:1]1[C:9]2[C:4](=[CH:5][CH:6]=[C:7]([CH2:10][NH:11][C:12](=[O:27])[CH2:13][CH2:14][C:15]#[C:16][C:17]3[CH:22]=[CH:21][C:20]([C:23]([F:24])([F:26])[F:25])=[CH:19][CH:18]=3)[CH:8]=2)[CH:3]=[CH:2]1)[CH3:29] |f:2.3.4,5.6|. Procedure: In analogy to the procedure described for example 1 b], 5-(4-trifluoromethyl-phenyl)-pent-4-ynoic acid (1H-indol-6-ylmethyl)-amide was reacted with bromo-acetic acid ethyl ester in the presence of cesium carbonate and potassium iodide in acetonitrile under reflux conditions to give the title compound as off-white crystals. Starting materials: C(C)(C)(C)C=1C=C(C=C(C1O)C(C)(C)C)CN(CCCCN(CCCCCCCN(CCCCN(C(=O)OC(C)(C)C)CC1=CC(=C(C(=C1)C(C)(C)C)O)C(C)(C)C)C(=O)OC(C)(C)C)C(=O)OC(C)(C)C)C(=O)OC(C)(C)C (1,19-bis[(3,5-di-t-butyl-4-hydroxyphenyl)methyl]-1,6,14,19-tetra(t-butyloxycarbonyl)-1,6,14,19-tetraazanonadecane), Cl (hydrochloric acid). Reaction SMILES: [C:1]([C:5]1[CH:6]=[C:7]([CH2:16][N:17](C(OC(C)(C)C)=O)[CH2:18][CH2:19][CH2:20][CH2:21][N:22](C(OC(C)(C)C)=O)[CH2:23][CH2:24][CH2:25][CH2:26][CH2:27][CH2:28][CH2:29][N:30](C(OC(C)(C)C)=O)[CH2:31][CH2:32][CH2:33][CH2:34][N:35]([CH2:43][C:44]2[CH:49]=[C:48]([C:50]([CH3:53])([CH3:52])[CH3:51])[C:47]([OH:54])=[C:46]([C:55]([CH3:58])([CH3:57])[CH3:56])[CH:45]=2)C(OC(C)(C)C)=O)[CH:8]=[C:9]([C:12]([CH3:15])([CH3:14])[CH3:13])[C:10]=1[OH:11])([CH3:4])([CH3:3])[CH3:2].[ClH:80]>>[ClH:80].[ClH:80].[ClH:80].[ClH:80].[C:55]([C:46]1[CH:45]=[C:44]([CH2:43][NH:35][CH2:34][CH2:33][CH2:32][CH2:31][NH:30][CH2:29][CH2:28][CH2:27][CH2:26][CH2:25][CH2:24][CH2:23][NH:22][CH2:21][CH2:20][CH2:19][CH2:18][NH:17][CH2:16][C:7]2[CH:6]=[C:5]([C:1]([CH3:4])([CH3:3])[CH3:2])[C:10]([OH:11])=[C:9]([C:12]([CH3:15])([CH3:14])[CH3:13])[CH:8]=2)[CH:49]=[C:48]([C:50]([CH3:53])([CH3:52])[CH3:51])[C:47]=1[OH:54])([CH3:56])([CH3:57])[CH3:58] |f:2.3.4.5.6|. Procedure details: Dissolve 1,19-bis[(3,5-di-t-butyl-4-hydroxyphenyl)methyl]-1,6,14,19-tetra(t-butyloxycarbonyl)-1,6,14,19-tetraazanonadecane (10.8 g, 10 mmol) in saturated methanolic hydrochloric acid (100 mL). Stir for several hours and evaporate the solvent in vacuo give the title compound. The product is Cl.Cl.Cl.Cl.C(C)(C)(C)C=1C=C(C=C(C1O)C(C)(C)C)CNCCCCNCCCCCCCNCCCCNCC1=CC(=C(C(=C1)C(C)(C)C)O)C(C)(C)C (1,19-Bis[(3,5-di-t-butyl-4-hydroxyphenyl)methyl]-1,6,14,19-tetraazanonadecane, tetrahydrochloride).